Task: describe an organic reaction: reactants, conditions, products, and yield. Dataset: the Open Reaction Database (ORD), a public repository of structured organic reaction records Starting materials: [H-].[Na+] (sodium hydride), BrC1=C(NC(=C1Cl)C)C(=O)OCC (ethyl 3-bromo-4-chloro-5-methyl-1H-pyrrole-2-carboxylate), BrC1=C(NC(=C1Cl)C)C(=O)OCC (ethyl 3-bromo-4-chloro-5-methyl-1H-pyrrole-2-carboxylate), CN(C)C=O (DMF), C[Si](C)(C)C(CC)Cl (Trimethylsilyl-ethylmethyl chloride). Conditions: temperature 0 celsius, time 30 minute. Product: BrC1=C(N(C(=C1Cl)C)COCC[Si](C)(C)C)C(=O)OCC (Ethyl 3-bromo-4-chloro-5-methyl-1-{[2-(trimethylsilyl)ethoxy]methyl}-1H-pyrrole-2-carboxylate). Reaction SMILES: [H-].[Na+].[Br:3][C:4]1[C:8]([Cl:9])=[C:7]([CH3:10])[NH:6][C:5]=1[C:11]([O:13][CH2:14][CH3:15])=[O:12].[CH3:16][Si:17]([CH:20](Cl)[CH2:21]C)([CH3:19])[CH3:18].CN([CH:27]=[O:28])C>>[Br:3][C:4]1[C:8]([Cl:9])=[C:7]([CH3:10])[N:6]([CH2:27][O:28][CH2:21][CH2:20][Si:17]([CH3:19])([CH3:18])[CH3:16])[C:5]=1[C:11]([O:13][CH2:14][CH3:15])=[O:12] |f:0.1|. Reported procedure: To a suspension of sodium hydride (76 mg, 3.16 mmol) in dry DMF (5 ml), solution of ethyl 3-bromo-4-chloro-5-methyl-1H-pyrrole-2-carboxylate (Intermediate 267, 420 mg, 1.58 mg) was added, the resulting mixture was stirred at 0° C. for 30 minutes until gas evolution seized. Trimethylsilyl-ethylmethyl chloride (315 mg, 1.89 mmol) was added drop wise and stirred over night while allowing the reaction mixture warmed up to room temperature slowly. The reaction was quenched with cold water, diluted wi... Starting materials: C(C)(C)(C)OC(C1=CC=C(C=C1)N1S(C2=C(S1(=O)=O)C=CC=C2)(=O)=O)=O (tert-butyl-4-(1,1,3,3-tetraoxidobenzo[d][1,3,2]dithiazol-2-yl)benzoate), FC(C(=O)O)(F)F (trifluoroacetic acid). Run in ClCCl (dichloromethane). Reaction conditions: time 2 hour. Yields the product O=S1(N(S(C2=C1C=CC=C2)(=O)=O)C2=CC=C(C(=O)O)C=C2)=O (4-(1,1,3,3-tetraoxidobenzo[d][1,3,2]dithiazol-2-yl)benzoic acid). As a reaction SMILES: C([O:5][C:6](=[O:26])[C:7]1[CH:12]=[CH:11][C:10]([N:13]2[S:17](=[O:19])(=[O:18])[C:16]3[CH:20]=[CH:21][CH:22]=[CH:23][C:15]=3[S:14]2(=[O:25])=[O:24])=[CH:9][CH:8]=1)(C)(C)C.FC(F)(F)C(O)=O>ClCCl>[O:18]=[S:17]1(=[O:19])[C:16]2[CH:20]=[CH:21][CH:22]=[CH:23][C:15]=2[S:14](=[O:25])(=[O:24])[N:13]1[C:10]1[CH:11]=[CH:12][C:7]([C:6]([OH:26])=[O:5])=[CH:8][CH:9]=1. Procedure details: A solution of tert-butyl-4-(1,1,3,3-tetraoxidobenzo[d][1,3,2]dithiazol-2-yl)benzoate, 5, (0.77 g; 1.8 mmol) in dichloromethane (10 mL) was treated with trifluoroacetic acid (5 mL) and allowed to stir at ambient temperature for a period of 2 hours. The solvent was removed under reduced pressure to afford 4-(1,1,3,3-tetraoxidobenzo[d][1,3,2]dithiazol-2-yl)benzoic acid, 6, (0.67 g; 84%). The compound was used without further purification. Reported procedure: A solution of 24.2 g (0.07 mole) of 2-amino-3-(4-fluorobenzoyl)-α-(n-propylthio)phenylacetamide in 300 ml of tetrahydrofuran was treated with 250 g of wet Raney nickel (washed 3 times with water and 3 times with tetrahydrofuran). The mixture was stirred for one hour and filtered. The filtrate was concentrated under vacuum and the residue was recrystallized from 95% ethyl alcohol to give 14.8 g (78%) of yellow needles melting at 184°-186° C. Reagents/catalysts: [Ni] (Raney nickel). Isolated yield 77.7%. The product is NC1=C(C=CC=C1C(C1=CC=C(C=C1)F)=O)CC(=O)N (2-Amino-3-(4-fluorobenzoyl)-phenylacetamide). Reactants: NC1=C(C=CC=C1C(C1=CC=C(C=C1)F)=O)C(C(=O)N)SCCC (2-amino-3-(4-fluorobenzoyl)-α-(n-propylthio)phenylacetamide). The solvent is O1CCCC1 (tetrahydrofuran). Reaction SMILES: [NH2:1][C:2]1[C:7]([C:8](=[O:16])[C:9]2[CH:14]=[CH:13][C:12]([F:15])=[CH:11][CH:10]=2)=[CH:6][CH:5]=[CH:4][C:3]=1[CH:17](SCCC)[C:18]([NH2:20])=[O:19]>O1CCCC1.[Ni]>[NH2:1][C:2]1[C:7]([C:8](=[O:16])[C:9]2[CH:14]=[CH:13][C:12]([F:15])=[CH:11][CH:10]=2)=[CH:6][CH:5]=[CH:4][C:3]=1[CH2:17][C:18]([NH2:20])=[O:19]. Run at time 1 hour. The reactants are BrN1C(CCC1=O)=O (N-Bromosuccinimide), CC1=CC2=C(N=C(O2)C2=CC=CC=C2)C=C1 (6-methyl-2-phenylbenzoxazole), C(C1=CC=CC=C1)(=O)OOC(C1=CC=CC=C1)=O (Benzoyl peroxide). Run in C(Cl)(Cl)(Cl)Cl (carbon tetrachloride). Product: BrCC1=CC2=C(N=C(O2)C2=CC=CC=C2)C=C1 (6-bromomethyl-2-phenylbenzoxazole). As a reaction SMILES: [Br:1]N1C(=O)CCC1=O.[CH3:9][C:10]1[CH:24]=[CH:23][C:13]2[N:14]=[C:15]([C:17]3[CH:22]=[CH:21][CH:20]=[CH:19][CH:18]=3)[O:16][C:12]=2[CH:11]=1.C(OOC(=O)C1C=CC=CC=1)(=O)C1C=CC=CC=1>C(Cl)(Cl)(Cl)Cl>[Br:1][CH2:9][C:10]1[CH:24]=[CH:23][C:13]2[N:14]=[C:15]([C:17]3[CH:22]=[CH:21][CH:20]=[CH:19][CH:18]=3)[O:16][C:12]=2[CH:11]=1. Procedure: N-Bromosuccinimide (25.9 gm) was added to a cold solution of 6-methyl-2-phenylbenzoxazole (30 gm) in carbon tetrachloride (250 ml). Benzoyl peroxide (500 mg) was added and the mixture was heated under reflux for 3 hr. in the presence of u.v. light. The solid residue was filtered off. The filtrate was evaporated down slightly, treated with carbon and allowed to cool. The crystals which were formed were recrystallised from benzene to yield 6-bromomethyl-2-phenylbenzoxazole, m.p. 162°C. Reactants: N1=CN(C2=NC=CC=C21)CCC(=O)N (imidazo [4,5-b]pyridine-3-propanamide), C(C)(C)O (isopropyl alcohol), Cl (hydrogen chloride), C(C)(C)OC(C)C (Isopropyl ether). Yields the product Cl.ClC1=CC=C(C=C1)C1=NC=2C(=NC=CC2)N1CCC(=O)NC1=CC=C(C=C1)N(C)C (2-(4-Chlorophenyl)-N-[4-(dimethylamino)phenyl]-3H-imidazo[4,5-b]pyridine-3-propanamide hydrochloride). Reaction SMILES: [N:1]1[C:9]2[C:4](=[N:5][CH:6]=[CH:7][CH:8]=2)[N:3]([CH2:10][CH2:11][C:12]([NH2:14])=[O:13])[CH:2]=1.[ClH:15].C(O[CH:20]([CH3:22])[CH3:21])(C)C.[CH:23](O)([CH3:25])[CH3:24]>>[ClH:15].[Cl:15][C:23]1[CH:25]=[CH:8][C:7]([C:2]2[N:3]([CH2:10][CH2:11][C:12]([NH:14][C:21]3[CH:20]=[CH:22][C:10]([N:3]([CH3:4])[CH3:2])=[CH:11][CH:12]=3)=[O:13])[C:4]3=[N:5][CH:6]=[CH:7][CH:8]=[C:9]3[N:1]=2)=[CH:6][CH:24]=1 |f:4.5|. Procedure: A solution of 0.9 g of 2-(4-chlorophenyl)-N-[4-dimethylamino)-phenyl]-3H-imidazo [4,5-b]pyridine-3-propanamide (obtained in Example 245), in hot isopropyl alcohol was acidified with ethereal hydrogen chloride. Isopropyl ether was added and a pink solid formed. The solid was collected by filtration, rinsed with isopropyl ether and then recrystallized from isopropyl alcohol-isopropyl ether to give 0.81 g of a lavender solid. After drying at high vacuum, mp 215.5°-217° C. Reactants: NC1=CC2=C(SC3=C(C(C2)N2CCN(CC2)CCN2C(OCC2)=O)C=CC=C3)C=C1 (3-[2-[4-(2-amino-10,11-dihydro-dibenzo[b,f]-thiepin-10-yl)-1-piperazinyl]-ethyl]-2-oxazolidinone), C=O (formaldehyde), C(C)#N (acetonitrile), C(#N)[BH3-].[Na+] (sodium cyanoborohydride). The solvent is C(C)(=O)O (acetic acid), C(C)(=O)O (acetic acid). Reaction conditions: time 90 minute. Product: CN(C1=CC2=C(SC3=C(C(C2)N2CCN(CC2)CCN2C(OCC2)=O)C=CC=C3)C=C1)C (3-[2-[4-(10,11-dihydro-2-dimethylamino-dibenzo[b,f]thiepin-10-yl)-1-piperazinyl]-ethyl]-2-oxazolidinone). RXN SMILES: N[C:2]1[CH:30]=[CH:29][C:5]2[S:6][C:7]3[CH:28]=[CH:27][CH:26]=[CH:25][C:8]=3[CH:9]([N:11]3[CH2:16][CH2:15][N:14]([CH2:17][CH2:18][N:19]4[CH2:23][CH2:22][O:21][C:20]4=[O:24])[CH2:13][CH2:12]3)[CH2:10][C:4]=2[CH:3]=1.C=O.[C:33](#N)C.[C:36]([BH3-])#[N:37].[Na+]>C(O)(=O)C>[CH3:33][N:37]([CH3:36])[C:2]1[CH:30]=[CH:29][C:5]2[S:6][C:7]3[CH:28]=[CH:27][CH:26]=[CH:25][C:8]=3[CH:9]([N:11]3[CH2:16][CH2:15][N:14]([CH2:17][CH2:18][N:19]4[CH2:23][CH2:22][O:21][C:20]4=[O:24])[CH2:13][CH2:12]3)[CH2:10][C:4]=2[CH:3]=1 |f:3.4|. Procedure: 7 g of 3-[2-[4-(2-amino-10,11-dihydro-dibenzo[b,f]-thiepin-10-yl)-1-piperazinyl]-ethyl]-2-oxazolidinone, 13.1 ml of 40% formaldehyde and 61 ml of acetonitrile are treated with 3.32 of sodium cyanoborohydride and the resulting mixture is treated dropwise over period of 10 minutes with 1.5 ml of acetic acid. The mixture is stirred for a further 90 minutes, treated dropwise with a further 1.5 ml of acetic acid and again stirred for 15 minutes. The mixture is now extracted with 200 ml of ether and t... Starting materials: BrC1=CC=C(C=N1)N1N=C(C=2C[C@@H]3[C@H](C12)C3)C(=O)O ((1aR,5aR)-2-(6-bromopyridin-3-yl)-1a,2,5,5a-tetrahydro-1H-2,3-diaza-cyclopropa[a]pentalene-4-carboxylic acid), CC(CN1CCOCC1)(C)N (2-methyl-1-morpholinopropan-2-amine). Yields the product CC(CN1CCOCC1)(C)NC(=O)C=1C=2C[C@@H]3[C@H](C2N(N1)C=1C=NC(=CC1)Br)C3 ((1aR,5aR)-2-(6-Bromo-pyridin-3-yl)-1a,2,5,5a-tetrahydro-1H-2,3-diaza-cyclopropa[a]pentalene-4-carboxylic Acid (1,1-Dimethyl-2-morpholin-4-yl-ethyl)-amide). As a reaction SMILES: [Br:1][C:2]1[N:7]=[CH:6][C:5]([N:8]2[C:15]3[C@@H:14]4[CH2:16][C@@H:13]4[CH2:12][C:11]=3[C:10]([C:17]([OH:19])=O)=[N:9]2)=[CH:4][CH:3]=1.[CH3:20][C:21]([NH2:30])([CH3:29])[CH2:22][N:23]1[CH2:28][CH2:27][O:26][CH2:25][CH2:24]1>>[CH3:29][C:21]([NH:30][C:17]([C:10]1[C:11]2[CH2:12][C@H:13]3[CH2:16][C@H:14]3[C:15]=2[N:8]([C:5]2[CH:6]=[N:7][C:2]([Br:1])=[CH:3][CH:4]=2)[N:9]=1)=[O:19])([CH3:20])[CH2:22][N:23]1[CH2:24][CH2:25][O:26][CH2:27][CH2:28]1. Procedure: The title compound was prepared in a manner similar to that described in Method G using (1aR,5aR)-2-(6-bromopyridin-3-yl)-1a,2,5,5a-tetrahydro-1H-2,3-diaza-cyclopropa[a]pentalene-4-carboxylic acid and 2-methyl-1-morpholinopropan-2-amine. LCMS m/z=460.4 [M+H]+; 1H NMR (400 MHz, DMSO-d6) δ ppm 0.46 (td, J=4.7, 3.4 Hz, 1H), 1.27 (td, J=7.8, 4.8 Hz, 1H), 1.48 (s, 6H), 2.32-2.37 (m, 1H), 2.63-2.67 (m, 1H), 2.77 (d, J=16.4 Hz, 1H), 2.90 (dd, J=16.4, 6.6 Hz, 1H), 3.14-3.94 (m, 10H), 7.70 (s, 1H), 7.86 ... Starting materials: CC(=O)C1=C(C2=CC=CC=C2C=C1)O (1-hydroxy-2-acetonaphthone), C12CCCC(CCC1)C2=O (bicyclo[3,3,1]nonan-9-one), N1CCCC1 (pyrrolidine). Run in C1(=CC=CC=C1)C (toluene). Run at time 10 hour. Yields the product O1C(CCC2=CC=CC=C12)O (chromanol). RXN SMILES: CC([C:4]1[CH:13]=[CH:12][C:11]2[C:6](=[CH:7][CH:8]=[CH:9]C=2)[C:5]=1[OH:14])=O.C12C(=[O:24])C(CCC1)CCC2.N1CCCC1>C1(C)C=CC=CC=1>[O:14]1[C:5]2[C:6](=[CH:11][CH:12]=[CH:13][CH:4]=2)[CH2:7][CH2:8][CH:9]1[OH:24]. Procedure: A solution was prepared by dissolving 10 g (0.054 mole) of 1-hydroxy-2-acetonaphthone, 8.29 g (0.06 mole) of bicyclo[3,3,1]nonan-9-one and 8 g (0.113 mole) of pyrrolidine in 300 cc of toluene, and the solution was boiled for 10 hours and water was separated. After termination of the reaction, toluene was removed under reduced pressure, and the remaining chromanone compound was crystallized with acetone. Then, the chromanone compound was dissolved in 200 cc of methanol and sodium boron hydride wa...